Dataset: the Open Reaction Database (ORD), a public repository of structured organic reaction records. Task: describe an organic reaction: reactants, conditions, products, and yield Reactants: NC=1C2=C(NC3=C(N1)C=CC=C3)SC(=C2)C (4-Amino-2-methyl-10H-thieno-[2,3-b][1,5]benzodiazepine), CN1CCNCC1 (N-methylpiperazine), CO (methanol). Solvent: O (water). Conditions: temperature 75 celsius. The product is CC1=CC2=C(S1)NC=3C=CC=CC3N=C2N4CCN(CC4)C (olanzapine). Yield: 74.0%. As a reaction SMILES: [NH2:1][C:2]1[C:3]2[CH:15]=[C:14]([CH3:16])[S:13][C:4]=2[NH:5][C:6]2[CH:12]=[CH:11][CH:10]=[CH:9][C:7]=2[N:8]=1.[CH3:17][N:18]1[CH2:23][CH2:22]N[CH2:20][CH2:19]1.CO>O>[CH3:16][C:14]1[S:13][C:4]2[NH:5][C:6]3[CH:12]=[CH:11][CH:10]=[CH:9][C:7]=3[N:8]=[C:2]([N:1]3[CH2:22][CH2:23][N:18]([CH3:17])[CH2:19][CH2:20]3)[C:3]=2[CH:15]=1. Procedure details: 4-Amino-2-methyl-10H-thieno-[2,3-b][1,5]benzodiazepine (5 g, 0.02 mol), N-methylpiperazine (12.5 mL, 2.5 vol) and methanol (15 mL, 3 vol) were charged into a three-necked round bottom flask equipped with a reflux condenser, overhead stirrer, and thermometer. The reaction mixture was slowly heated under nitrogen to reflux (75° C.) and kept at this temperature overnight. The reaction mixture was allowed to cool to below 50° C. and water (15 mL, 3 vol) was added. The precipitated light yellow solid... Starting materials: CC1=C(C(=CC=C1)C)O (2,6-dimethylphenol), C([O-])([O-])=O.[K+].[K+] (potassium carbonate), FC1=C(C=C(C=C1)[N+](=O)[O-])C (2-fluoro-5-nitrotoluene), CN(C)C=O (DMF). Run in O (water). The product is CC1=C(OC2=C(C=C(C=C2)[N+](=O)[O-])C)C(=CC=C1)C (4-(2,6-dimethyl-phenoxy)-3-methyl-nitrobenzene). The yield is 91.1%. As a reaction SMILES: [CH3:1][C:2]1[CH:7]=[CH:6][CH:5]=[C:4]([CH3:8])[C:3]=1[OH:9].C(=O)([O-])[O-].[K+].[K+].F[C:17]1[CH:22]=[CH:21][C:20]([N+:23]([O-:25])=[O:24])=[CH:19][C:18]=1[CH3:26].CN(C=O)C>O>[CH3:1][C:2]1[CH:7]=[CH:6][CH:5]=[C:4]([CH3:8])[C:3]=1[O:9][C:17]1[CH:22]=[CH:21][C:20]([N+:23]([O-:25])=[O:24])=[CH:19][C:18]=1[CH3:26] |f:1.2.3|. Reported procedure: A solution of 2,6-dimethylphenol (0.87 g, 7.1 mmol), potassium carbonate (0.98 g, 7.1 mmol), 2-fluoro-5-nitrotoluene (1.0 g, 6.4 mmol) and DMF (20 mL) was stirred at 100° C. for 2 h. The reaction mixture was diluted with 100 mL water and extracted with 250 mL EtOAc. The organic layer was washed with brine, dried with sodium sulfate and concentrated to provide the crude titled compound (1.5 g, 92%). This material was used without purification: MS (ESI): mass calcd. for C15H15NO3, 257.3; m/z found...